From a dataset of the Open Reaction Database (ORD), a public repository of structured organic reaction records. describe an organic reaction: reactants, conditions, products, and yield Reactants: BrCCOc1ccccc1, O=C([O-])[O-], CN(C)C=O, CCOC(C)=O, CCOC(=O)C1(CCCn2c(=O)ccc3ccc(OC)cc32)CCNCC1, [K+], [K+], O. Product: CCOC(=O)C1(CCCn2c(=O)ccc3ccc(OC)cc32)CCN(CCOc2ccccc2)CC1. Reaction SMILES: [Br:39][CH2:40][CH2:41][O:42][c:43]1[cH:44][cH:45][cH:46][cH:47][cH:48]1.[C:33](=[O:34])([O-:35])[O-:36].[CH3:1][N:2]([CH3:3])[CH:4]=[O:5].[CH3:49][CH2:50][O:51][C:52](=[O:53])[CH3:54].[CH3:6][O:7][c:8]1[cH:9][cH:10][c:11]2[cH:12][cH:13][c:14](=[O:32])[n:15]([CH2:18][CH2:19][CH2:20][C:21]3([C:27](=[O:28])[O:29][CH2:30][CH3:31])[CH2:22][CH2:23][NH:24][CH2:25][CH2:26]3)[c:16]2[cH:17]1.[K+:37].[K+:38].[OH2:55]>>[CH3:6][O:7][c:8]1[cH:9][cH:10][c:11]2[cH:12][cH:13][c:14](=[O:32])[n:15]([CH2:18][CH2:19][CH2:20][C:21]3([C:27](=[O:28])[O:29][CH2:30][CH3:31])[CH2:22][CH2:23][N:24]([CH2:40][CH2:41][O:42][c:43]4[cH:44][cH:45][cH:46][cH:47][cH:48]4)[CH2:25][CH2:26]3)[c:16]2[cH:17]1. Starting materials: O (water), [H-].[Na+] (sodium hydride), N1(N=NC=C1)CCCCC1=CC=C(C=C1)O (4-(4-[1,2,3]triazol-1-yl-butyl)-phenol), ClCC=1C=CC(=NC1)C1=CC=C(C=C1)C(F)(F)F (5-chloromethyl-2-(4-trifluoromethyl-phenyl)-pyridine). Solvent: CN(C=O)C (N,N-dimethylformamide). Conditions: temperature 0 celsius, time 30 minute. Yields the product N1(N=NC=C1)CCCCC1=CC=C(OCC=2C=CC(=NC2)C2=CC=C(C=C2)C(F)(F)F)C=C1 (5-[4-(4-[1,2,3]triazol-1-yl-butyl)-phenoxymethyl]-[2-(4-trifluoromethyl-phenyl)]-pyridine). The yield is 70.7%. As a reaction SMILES: [H-].[Na+].[N:3]1([CH2:8][CH2:9][CH2:10][CH2:11][C:12]2[CH:17]=[CH:16][C:15]([OH:18])=[CH:14][CH:13]=2)[CH:7]=[CH:6][N:5]=[N:4]1.Cl[CH2:20][C:21]1[CH:22]=[CH:23][C:24]([C:27]2[CH:32]=[CH:31][C:30]([C:33]([F:36])([F:35])[F:34])=[CH:29][CH:28]=2)=[N:25][CH:26]=1.O>CN(C)C=O>[N:3]1([CH2:8][CH2:9][CH2:10][CH2:11][C:12]2[CH:13]=[CH:14][C:15]([O:18][CH2:20][C:21]3[CH:22]=[CH:23][C:24]([C:27]4[CH:28]=[CH:29][C:30]([C:33]([F:36])([F:34])[F:35])=[CH:31][CH:32]=4)=[N:25][CH:26]=3)=[CH:16][CH:17]=2)[CH:7]=[CH:6][N:5]=[N:4]1 |f:0.1|. Procedure details: 23 mg (0.90 mmol) of 95% sodium hydride were added at 0° C. to a solution of 163 mg (0.75 mmol) 4-(4-[1,2,3]triazol-1-yl-butyl)-phenol in 4.0 ml N,N-dimethylformamide and stirred for 30 min. at 0° C. 204 mg (0.75 mmol) 5-chloromethyl-2-(4-trifluoromethyl-phenyl)-pyridine (WO 2005/049573) were given to the reaction mixture and stirring continued at r.t for 2 days. After addition of 8 ml water the mixture was stirred for 1 h, the formed precipitate isolated by filtration, washed with water, methan... Reactants: OC1CCC2(CCC(CC2)CO)CC1 (9-Hydroxy-3-hydroxymethyl-spiro[5.5]undecane), S(=O)(=O)([O-])[O-].[Ce+3].[NH4+].S(=O)(=O)([O-])[O-] (ammonium cerium sulfate), Br(=O)(=O)[O-].[Na+] (sodium bromate), C([O-])(O)=O.[Na+] (sodium bicarbonate). Run in C(C)#N (acetonitrile), O (water). Run at temperature 80 celsius. Product: OCC1CCC2(CCC(CC2)=O)CC1 (9-hydroxymethyl-3-oxo-spiro[5.5]undecane). Isolated yield 69.7%. As a reaction SMILES: [OH:1][CH:2]1[CH2:14][CH2:13][C:5]2([CH2:10][CH2:9][CH:8]([CH2:11][OH:12])[CH2:7][CH2:6]2)[CH2:4][CH2:3]1.S([O-])([O-])(=O)=O.[Ce+3].[NH4+].S([O-])([O-])(=O)=O.Br([O-])(=O)=O.[Na+].C(=O)(O)[O-].[Na+]>C(#N)C.O>[OH:12][CH2:11][CH:8]1[CH2:9][CH2:10][C:5]2([CH2:13][CH2:14][C:2](=[O:1])[CH2:3][CH2:4]2)[CH2:6][CH2:7]1 |f:1.2.3.4,5.6,7.8|. Procedure: 9-Hydroxy-3-hydroxymethyl-spiro[5.5]undecane (0.29 g) and ammonium cerium sulfate (0.830 g) were added to a suspension of sodium bromate (0.230 g ) in acetonitrile and water (9 ml; 70:30). The mixture was heated at 80 ° C. for 3 hrs, cooled to 0 ° C., and treated with sodium bicarbonate to neutral pH. After evaporation under reduced pressure to small volume and extraction with ethyl acetate, the organic layers were dried over anhydrous sodium sulfate and evaporated under reduced pressure to give... Starting materials: CO, Cl, CCOC(=O)CCc1ccc(NCc2ccc(C)c(-c3c(C)cc(OCC4(O)CCS(=O)(=O)CC4)cc3C)c2)cc1F, [Na+], C1CCOC1, [OH-]. Yields the product Cc1ccc(CNc2ccc(CCC(=O)O)c(F)c2)cc1-c1c(C)cc(OCC2(O)CCS(=O)(=O)CC2)cc1C. RXN SMILES: [CH3:46][OH:47].[ClH:45].[F:1][c:2]1[c:3]([CH2:36][CH2:37][C:38](=[O:39])[O:40][CH2:41][CH3:42])[cH:4][cH:5][c:6]([NH:8][CH2:9][c:10]2[cH:11][c:12](-[c:17]3[c:18]([CH3:35])[cH:19][c:20]([O:24][CH2:25][C:26]4([OH:34])[CH2:27][CH2:28][S:29](=[O:32])(=[O:33])[CH2:30][CH2:31]4)[cH:21][c:22]3[CH3:23])[c:13]([CH3:16])[cH:14][cH:15]2)[cH:7]1.[Na+:44].[O:48]1[CH2:49][CH2:50][CH2:51][CH2:52]1.[OH-:43]>>[F:1][c:2]1[c:3]([CH2:36][CH2:37][C:38](=[O:39])[OH:40])[cH:4][cH:5][c:6]([NH:8][CH2:9][c:10]2[cH:11][c:12](-[c:17]3[c:18]([CH3:35])[cH:19][c:20]([O:24][CH2:25][C:26]4([OH:34])[CH2:27][CH2:28][S:29](=[O:32])(=[O:33])[CH2:30][CH2:31]4)[cH:21][c:22]3[CH3:23])[c:13]([CH3:16])[cH:14][cH:15]2)[cH:7]1.